This data is from the Open Reaction Database (ORD), a public repository of structured organic reaction records. The task is: describe an organic reaction: reactants, conditions, products, and yield Reaction SMILES: [B:1]([Br:2])([Br:3])[Br:4].[Br:5][c:6]1[o:7][c:8](-[c:11]2[cH:12][c:13]([O:17][CH3:18])[cH:14][cH:15][cH:16]2)[cH:9][n:10]1.[Cl:19][CH2:20][Cl:21]>>[Br:5][c:6]1[o:7][c:8](-[c:11]2[cH:12][c:13]([OH:17])[cH:14][cH:15][cH:16]2)[cH:9][n:10]1. The product is Oc1cccc(-c2cnc(Br)o2)c1. The reactants are BrB(Br)Br, COc1cccc(-c2cnc(Br)o2)c1, ClCCl.